This data is from the Open Reaction Database (ORD), a public repository of structured organic reaction records. The task is: describe an organic reaction: reactants, conditions, products, and yield Reactants: N1=C(N=CC=C1)N1CCN(CC1)CCCCl (3-[4-(2-pyrimidinyl)piperazinyl]propyl chloride), C12C(CCCC1)C(NC2=O)=O (cyclohexane-1,2-dicarboximide), [H-].[Na+] (sodium hydride), resultant mixture, resultant mixture, Cl (hydrogen chloride). The solvent is CN(C=O)C (dimethylformamide), CN(C=O)C (dimethylformamide). Yields the product Cl.N1=C(N=CC=C1)N1CCN(CC1)CCCN1C(=O)C2C(CCCC2)C1=O (N-[3-{4-(2-pyrimidinyl)-1-piperazinyl}propyl]cyclohexane-1,2-dicarboximide hydrochloride). RXN SMILES: [CH:1]12[C:9](=[O:10])[NH:8][C:7](=[O:11])[CH:2]1[CH2:3][CH2:4][CH2:5][CH2:6]2.[H-].[Na+].[N:14]1[CH:19]=[CH:18][CH:17]=[N:16][C:15]=1[N:20]1[CH2:25][CH2:24][N:23]([CH2:26][CH2:27][CH2:28][Cl:29])[CH2:22][CH2:21]1.Cl>CN(C)C=O>[ClH:29].[N:14]1[CH:19]=[CH:18][CH:17]=[N:16][C:15]=1[N:20]1[CH2:25][CH2:24][N:23]([CH2:26][CH2:27][CH2:28][N:8]2[C:7](=[O:11])[CH:2]3[CH2:3][CH2:4][CH2:5][CH2:6][CH:1]3[C:9]2=[O:10])[CH2:22][CH2:21]1 |f:1.2,6.7|. Procedure: To a solution of cyclohexane-1,2-dicarboximide (6.50 g) in anhydrous dimethylformamide (65 ml), a 60% mineral oil suspension of sodium hydride (1.60 g) was added at room temperature while stirring, and the resultant mixture was continuously stirred for 30 minutes. A solution of 3-[4-(2-pyrimidinyl)piperazinyl]propyl chloride (11.30 g) in anhydrous dimethylformamide (30 ml) was dropwise added thereto, and the resultant mixture was stirred at room temperature for 4.5 hours. The solvent was removed... The reactants are CC1=C(C=CC(=C1)F)[C@H]2C[C@H](CCN2C(=O)N(C)[C@H](C)C3=CC(=CC(=C3)C(F)(F)F)C(F)(F)F)N4CCN5[C@H](C4)CCC5=O.Cl (Orvepitant Hydrochloride), C(C)(=O)OCC (Ethyl Acetate), O (Water), N (ammonia). Conditions: time 8 hour. Product: CC=1C=C(C=CC1[C@H]2C[C@H](CCN2C(=O)N(C)[C@H](C)C=3C=C(C=C(C3)C(F)(F)F)C(F)(F)F)N4CCN5[C@H](C4)CCC5=O)F.C(=C\C(=O)O)\C(=O)O (Orvepitant Maleate). RXN SMILES: [CH3:1][C:2]1[CH:7]=[C:6]([F:8])[CH:5]=[CH:4][C:3]=1[C@@H:9]1[N:14]([C:15]([N:17]([C@@H:19]([C:21]2[CH:26]=[C:25]([C:27]([F:30])([F:29])[F:28])[CH:24]=[C:23]([C:31]([F:34])([F:33])[F:32])[CH:22]=2)[CH3:20])[CH3:18])=[O:16])[CH2:13][CH2:12][C@H:11]([N:35]2[CH2:40][C@@H:39]3[CH2:41][CH2:42][C:43](=[O:44])[N:38]3[CH2:37][CH2:36]2)[CH2:10]1.Cl.[OH2:46].N.[C:48]([O:51]CC)(=[O:50])[CH3:49]>>[CH3:1][C:2]1[CH:7]=[C:6]([F:8])[CH:5]=[CH:4][C:3]=1[C@@H:9]1[N:14]([C:15]([N:17]([C@@H:19]([C:21]2[CH:22]=[C:23]([C:31]([F:32])([F:33])[F:34])[CH:24]=[C:25]([C:27]([F:30])([F:29])[F:28])[CH:26]=2)[CH3:20])[CH3:18])=[O:16])[CH2:13][CH2:12][C@H:11]([N:35]2[CH2:40][C@@H:39]3[CH2:41][CH2:42][C:43](=[O:44])[N:38]3[CH2:37][CH2:36]2)[CH2:10]1.[CH:49](/[C:48]([OH:51])=[O:50])=[CH:42]/[C:43]([OH:44])=[O:46] |f:0.1,5.6|. Reported procedure: Orvepitant Hydrochloride (1.00 G) Was Suspended In Ethyl Acetate (20 Ml) And Water (10 ml) and 25% w/w ammonia (10 ml) were added. The aqueous layer was separated and the organic layer was washed with 10% w/w sodium chloride solution (2×10 ml). The organic solution was separated, evaporated to dryness and isopropanol (20 ml) was added. The solution was evaporated to dryness. The material was diluted with isopropanol (6 ml) and a solution of maleic acid (0.174 g) in isopropanol (2.0 ml) was added... The reactants are C(C)(=O)C1=CC=C(C=C1)C=1C=C2C(=CN(C2=CC1)CC1=CC=CC=C1)C(C(=O)OCC)=O (ethyl [5-(4-acetylphenyl)-1-benzyl-1H-indol-3-yl](oxo)acetate), [OH-].[K+] (potassium hydroxide). Solvent: C1CCOC1 (THF), O (water). The product is C(C)(=O)C1=CC=C(C=C1)C=1C=C2C(=CN(C2=CC1)CC1=CC=CC=C1)C(C(=O)O)=O ([5-(4-Acetylphenyl)-1-benzyl-1H-indol-3-yl](oxo)acetic acid), solid. Isolated yield 79.0%. As a reaction SMILES: [C:1]([C:4]1[CH:9]=[CH:8][C:7]([C:10]2[CH:11]=[C:12]3[C:16](=[CH:17][CH:18]=2)[N:15]([CH2:19][C:20]2[CH:25]=[CH:24][CH:23]=[CH:22][CH:21]=2)[CH:14]=[C:13]3[C:26](=[O:32])[C:27]([O:29]CC)=[O:28])=[CH:6][CH:5]=1)(=[O:3])[CH3:2].[OH-].[K+]>C1COCC1.O>[C:1]([C:4]1[CH:5]=[CH:6][C:7]([C:10]2[CH:11]=[C:12]3[C:16](=[CH:17][CH:18]=2)[N:15]([CH2:19][C:20]2[CH:25]=[CH:24][CH:23]=[CH:22][CH:21]=2)[CH:14]=[C:13]3[C:26](=[O:32])[C:27]([OH:29])=[O:28])=[CH:8][CH:9]=1)(=[O:3])[CH3:2] |f:1.2|. Reported procedure: [5-(4-Acetylphenyl)-1-benzyl-1H-indol-3-yl](oxo)acetic acid was prepared from ethyl [5-(4-acetylphenyl)-1-benzyl-1H-indol-3-yl](oxo)acetate (0.225 g, 0.529 mmol), and potassium hydroxide (0.104 g, 1.85 mmol) in THF (7 mL) and water (7 mL) according to the procedure described in Step 4 of Example 5. After drying for 15 hours at 96° C., the title compound was obtained as a tan solid (0.166 g, 79%), mp: 213-214° C. (dec.). Mass spectrum (−APCI, [M−H]−) m/z 396; 1HNMR (400 MHz, DMSO-d6): δ 8.75 (s, ... The reactants are ClCC(=O)NC=1SC=C(N1)/C(/C(=O)O)=N/OCC(=O)OC (2-(2-chloroacetamido-4-thiazolyl)-(Z)-2-methoxycarbonylmethyloxyiminoacetic acid), P(Cl)(Cl)(Cl)(Cl)Cl (phosphorus pentachloride), CCCCCC (hexane). Run in C(Cl)Cl (methylene chloride). The product is Cl.ClCC(=O)NC=1SC=C(N1)/C(/C(=O)Cl)=N/OCC(=O)OC (2-(2-chloroacetamido-4-thiazolyl)-(Z)-2-methoxycarbonylmethyloxyiminoacetyl chloride hydrochloride). The yield is 193.1%. As a reaction SMILES: [Cl:1][CH2:2][C:3]([NH:5][C:6]1[S:7][CH:8]=[C:9](/[C:11](=[N:15]/[O:16][CH2:17][C:18]([O:20][CH3:21])=[O:19])/[C:12](O)=[O:13])[N:10]=1)=[O:4].P(Cl)(Cl)(Cl)(Cl)[Cl:23].CCCCCC>C(Cl)Cl>[ClH:1].[Cl:1][CH2:2][C:3]([NH:5][C:6]1[S:7][CH:8]=[C:9](/[C:11](=[N:15]/[O:16][CH2:17][C:18]([O:20][CH3:21])=[O:19])/[C:12]([Cl:23])=[O:13])[N:10]=1)=[O:4] |f:4.5|. Reported procedure: In 20 ml of methylene chloride is suspended 810 mg of 2-(2-chloroacetamido-4-thiazolyl)-(Z)-2-methoxycarbonylmethyloxyiminoacetic acid and under ice-cooling and stirring 602 mg of phosphorus pentachloride is added. The mixture is stirred under ice-cooling for one hour and at room temperature for 30 minutes, after which 30 ml of hexane is added under ice-cooling. The resultant crystals are recovered by filtration and washed with hexane to give 910 mg of 2-(2-chloroacetamido-4-thiazolyl)-(Z)-2-met... Starting materials: CN1C(=NC(=CC1=O)C1=NC=NC=C1)OC1CCN(CC1)C1=C(C=O)C=CC=C1 (2-[4-(1-methyl-6-oxo-1,6-dihydro-[4,4′]bipyrimidinyl-2-yloxy)piperidin-1-yl]benzaldehyde), N1CCOCC1 (morpholine), C(C)(=O)O[BH-](OC(C)=O)OC(C)=O.[Na+] (sodium triacetoxyborohydride). Reagents/catalysts: C(C)(=O)O (acetic acid). Run in ClCCCl (1,2-dichloroethane). Run at time 2 hour. Yields the product CN1C(=NC(=CC1=O)C1=NC=NC=C1)OC1CCN(CC1)C1=C(C=CC=C1)CN1CCOCC1 (1-methyl-2-[1-(2-morpholin-4-ylmethyl-phenyl)piperidin-4-yloxy]-1H-[4,4′]bipyrimidinyl-6-one). Isolated yield 70.0%. Reaction SMILES: [CH3:1][N:2]1[C:7](=[O:8])[CH:6]=[C:5]([C:9]2[CH:14]=[CH:13][N:12]=[CH:11][N:10]=2)[N:4]=[C:3]1[O:15][CH:16]1[CH2:21][CH2:20][N:19]([C:22]2[CH:29]=[CH:28][CH:27]=[CH:26][C:23]=2[CH:24]=O)[CH2:18][CH2:17]1.[NH:30]1[CH2:35][CH2:34][O:33][CH2:32][CH2:31]1.C(O[BH-](OC(=O)C)OC(=O)C)(=O)C.[Na+]>C(O)(=O)C.ClCCCl>[CH3:1][N:2]1[C:7](=[O:8])[CH:6]=[C:5]([C:9]2[CH:14]=[CH:13][N:12]=[CH:11][N:10]=2)[N:4]=[C:3]1[O:15][CH:16]1[CH2:17][CH2:18][N:19]([C:22]2[CH:29]=[CH:28][CH:27]=[CH:26][C:23]=2[CH2:24][N:30]2[CH2:35][CH2:34][O:33][CH2:32][CH2:31]2)[CH2:20][CH2:21]1 |f:2.3|. Procedure: To a mixture of 2-[4-(1-methyl-6-oxo-1,6-dihydro-[4,4′]bipyrimidinyl-2-yloxy)piperidin-1-yl]benzaldehyde (80 mg, 0.20 mmol), morpholine (27 mg 0.31 mmol) and acetic acid (one drop) in 1,2-dichloroethane (1.0 ml) was added sodium triacetoxyborohydride (110 mg, 0.52 mmol). The mixture was stirred at room temperature for 2 hours. The mixture was partitioned between water and chloroform. The organic layer was washed with saturated aqueous sodium hydrogen carbonate, dried over sodium sulfate, and con... Starting materials: C(C)(C)N(CC)C(C)C (Diisopropylethylamine), NC[C@H]1CN(C(O1)=O)C1=CC=C(C=C1)I ((5S)-5-(Aminomethyl)-3-(4-iodophenyl)-1,3-oxazolidin-2-one), ClC(C(C)=NNS(=O)(=O)C=1C(=CC=CC1)C)Cl (toluenesulfonic acid 2-(2,2-dichloro-1-methylethylidene)hydrazide). Solvent: CO (methanol). Conditions: temperature 0 celsius, time 5 minute. Product: IC1=CC=C(C=C1)N1C(O[C@H](C1)CN1N=NC(=C1)C)=O ((5R)-3-(4-Iodophenyl)-5-[(4-methyl-1H-1,2,3-triazol-1-yl)methyl]-1,3-oxazolidin-2-one). As a reaction SMILES: [NH2:1][CH2:2][C@@H:3]1[O:7][C:6](=[O:8])[N:5]([C:9]2[CH:14]=[CH:13][C:12]([I:15])=[CH:11][CH:10]=2)[CH2:4]1.C(N(C(C)C)CC)(C)C.Cl[CH:26](Cl)[C:27](=[N:29][NH:30]S(C1C(C)=CC=CC=1)(=O)=O)[CH3:28]>CO>[I:15][C:12]1[CH:13]=[CH:14][C:9]([N:5]2[CH2:4][C@H:3]([CH2:2][N:1]3[CH:26]=[C:27]([CH3:28])[N:29]=[N:30]3)[O:7][C:6]2=[O:8])=[CH:10][CH:11]=1. Reported procedure: (5S)-5-(Aminomethyl)-3-(4-iodophenyl)-1,3-oxazolidin-2-one (6.0 g, 18.9 mmol) was dissolved in methanol (150 ml, c=0.1M) and cooled to 0° C. Diisopropylethylamine (13.1 ml, 75.4 mmol) was added and the reaction stirred at 0° C. for 5 min; toluenesulfonic acid 2-(2,2-dichloro-1-methylethylidene)hydrazide was then added and the reaction stirred overnight. The volatiles were concentrated in vacuo, dichloromethane was added and some product crystallized from solution; the remaining residue was purif...